Dataset: the Open Reaction Database (ORD), a public repository of structured organic reaction records. Task: describe an organic reaction: reactants, conditions, products, and yield The reactants are BrC1=CC=C2C(CCC(C2=C1)=O)(C)C (7-bromo-3,4-dihydro-4,4-dimethylnaphthalen-1-one), BrC1=CC=C2C(CCC(C2=C1)=O)(C)C (7-bromo-3,4-dihydro-4,4-dimethylnaphthalen-1-one), C(C)(C)(C)[Mg]Cl (t-butylmagnesium chloride), 1,3-dimethyl-3,4,5,6-tetrahydro-2(H)-pyrimidinone, Formula 6, C(C)OC(=C)[Sn](CCCC)(CCCC)CCCC (1-ethoxyvinyltributyltin), tertiary alcohol, C1(=CC=C(C=C1)S(=O)(=O)O)C (ρ-toluenesulfonic acid). Solvent: O1CCCC1 (tetrahydrofuran). The product is C(C)(=O)C1=CC=C2C(CC=C(C2=C1)C(C)(C)C)(C)C (7-acetyl-1-(1,1-dimethylethyl)-3,4-dihydro-4,4-dimethylnaphthalene). RXN SMILES: Br[C:2]1[CH:11]=[C:10]2[C:5]([C:6]([CH3:14])([CH3:13])[CH2:7][CH2:8][C:9]2=O)=[CH:4][CH:3]=1.[C:15]([Mg]Cl)([CH3:18])([CH3:17])[CH3:16].C1(C)C=CC(S(O)(=O)=O)=CC=1.[CH2:32]([O:34]C([Sn](CCCC)(CCCC)CCCC)=C)[CH3:33]>O1CCCC1>[C:32]([C:2]1[CH:11]=[C:10]2[C:5]([C:6]([CH3:14])([CH3:13])[CH2:7][CH:8]=[C:9]2[C:15]([CH3:18])([CH3:17])[CH3:16])=[CH:4][CH:3]=1)(=[O:34])[CH3:33]. Procedure: Reaction Scheme 9 discloses the preferred method of synthesis of a starting material from which certain examples for compounds of the invention within the scope of Formula 6 are preferably made. In accordance with this scheme 7-bromo-3,4-dihydro-4,4-dimethylnaphthalen-1(2H)-one (Compound G) is reacted with t-butylmagnesium chloride in tetrahydrofuran in the presence of 1,3-dimethyl-3,4,5,6-tetrahydro-2(H)-pyrimidinone (DMPU). Thereafter, the resulting intermediate tertiary alcohol is heated in t... The reactants are COC(=O)C(Cc1ccc(OCCOCc2ccccc2)cc1)C(=O)OC, CCOC(C)=O. Yields the product COC(=O)C(Cc1ccc(OCCO)cc1)C(=O)OC. RXN SMILES: [CH3:1][O:2][C:3]([CH:4]([C:5](=[O:6])[O:7][CH3:8])[CH2:9][c:10]1[cH:11][cH:12][c:13]([O:16][CH2:17][CH2:18][O:19][CH2:20][c:21]2[cH:22][cH:23][cH:24][cH:25][cH:26]2)[cH:14][cH:15]1)=[O:27].[CH3:28][CH2:29][O:30][C:31](=[O:32])[CH3:33]>>[CH3:1][O:2][C:3]([CH:4]([C:5](=[O:6])[O:7][CH3:8])[CH2:9][c:10]1[cH:11][cH:12][c:13]([O:16][CH2:17][CH2:18][OH:19])[cH:14][cH:15]1)=[O:27]. The reactants are N[C@H](CN1N=C(C=C1)C1=CC(=C(C#N)C=C1)Cl)C ((S)-4-(1-(2-aminopropyl)-1H-pyrazol-3-yl)-2-chlorobenzonitrile), BrC=1OC=C(N1)C(=O)O (2-bromooxazole-4-carboxylic acid). The product is BrC=1OC=C(N1)C(=O)N[C@H](CN1N=C(C=C1)C1=CC(=C(C=C1)C#N)Cl)C ((S)-2-bromo-N-(1-(3-(3-chloro-4-cyanophenyl)-1H-pyrazol-1-yl)propan-2-yl)oxazole-4-carboxamide). Yield: 12.4%. Reaction SMILES: [NH2:1][C@@H:2]([CH3:18])[CH2:3][N:4]1[CH:8]=[CH:7][C:6]([C:9]2[CH:16]=[CH:15][C:12]([C:13]#[N:14])=[C:11]([Cl:17])[CH:10]=2)=[N:5]1.[Br:19][C:20]1[O:21][CH:22]=[C:23]([C:25](O)=[O:26])[N:24]=1>>[Br:19][C:20]1[O:21][CH:22]=[C:23]([C:25]([NH:1][C@@H:2]([CH3:18])[CH2:3][N:4]2[CH:8]=[CH:7][C:6]([C:9]3[CH:16]=[CH:15][C:12]([C:13]#[N:14])=[C:11]([Cl:17])[CH:10]=3)=[N:5]2)=[O:26])[N:24]=1. Reported procedure: (S)-2-bromo-N-(1-(3-(3-chloro-4-cyanophenyl)-1H-pyrazol-1-yl)propan-2-yl)oxazole-4-carboxamide was prepared using the method of Example 34(d) starting from (S)-4-(1-(2-aminopropyl)-1H-pyrazol-3-yl)-2-chlorobenzonitrile (741 mg, 2.82 mmol) and 2-bromooxazole-4-carboxylic acid (850 mg, 3.41 mmol). The product was purified by Flash-chromatography. Yield 12.4%. 1H-NMR (400 MHz; CDCl3): δ 1.20 (d, 3H), 4.18-4.47 (m, 2H), 4.51-4.65 (m, 1H), 6.64 (d, 1H), 7.48 (d, 1H), 7.72 (dd, 1H), 7.92-7.99 (m, 3H),... Starting materials: [Br-], CC#CCn1c(N2CCN(C(=O)OC(C)(C)C)CC2)nc(C=O)c1C(=O)OCC, C[Mg+], [Cl-], [NH4+], C1CCOC1. RXN SMILES: [Br-:1].[CH2:4]([C:5]#[C:6][CH3:7])[n:8]1[c:9]([N:20]2[CH2:21][CH2:22][N:23]([C:26](=[O:27])[O:28][C:29]([CH3:30])([CH3:31])[CH3:32])[CH2:24][CH2:25]2)[n:10][c:11]([CH:18]=[O:19])[c:12]1[C:13](=[O:14])[O:15][CH2:16][CH3:17].[CH3:2][Mg+:3].[Cl-:33].[NH4+:34].[O:35]1[CH2:36][CH2:37][CH2:38][CH2:39]1>>[CH3:2][CH:18]([c:11]1[n:10][c:9]([N:20]2[CH2:21][CH2:22][N:23]([C:26](=[O:27])[O:28][C:29]([CH3:30])([CH3:31])[CH3:32])[CH2:24][CH2:25]2)[n:8]([CH2:4][C:5]#[C:6][CH3:7])[c:12]1[C:13](=[O:14])[O:15][CH2:16][CH3:17])[OH:19]. The product is CC#CCn1c(N2CCN(C(=O)OC(C)(C)C)CC2)nc(C(C)O)c1C(=O)OCC. Reactants: CC(=O)O[BH-](OC(C)=O)OC(C)=O, O=C1CCC1, O=C([O-])O, ClCCl, CC(=O)O, CN1CCCC1=O, O=C1NC(=O)c2ccc(I)cc2C1=CNc1ccc(N2CCNCC2)cc1, [Na+], [Na+]. Yields the product O=C1NC(=O)c2ccc(I)cc2C1=CNc1ccc(N2CCN(C3CCC3)CC2)cc1. As a reaction SMILES: [C:28]([O:29][BH-:30]([O:31][C:32](=[O:33])[CH3:34])[O:35][C:36](=[O:37])[CH3:38])(=[O:39])[CH3:40].[C:42]1(=[O:46])[CH2:43][CH2:44][CH2:45]1.[C:51](=[O:52])([OH:53])[O-:54].[CH2:63]([Cl:64])[Cl:65].[CH3:47][C:48](=[O:49])[OH:50].[CH3:56][N:57]1[CH2:58][CH2:59][CH2:60][C:61]1=[O:62].[I:1][c:2]1[cH:3][c:4]2[c:9]([cH:10][cH:11]1)[C:8](=[O:12])[NH:7][C:6](=[O:13])[C:5]2=[CH:14][NH:15][c:16]1[cH:17][cH:18][c:19]([N:22]2[CH2:23][CH2:24][NH:25][CH2:26][CH2:27]2)[cH:20][cH:21]1.[Na+:41].[Na+:55]>>[I:1][c:2]1[cH:3][c:4]2[c:9]([cH:10][cH:11]1)[C:8](=[O:12])[NH:7][C:6](=[O:13])[C:5]2=[CH:14][NH:15][c:16]1[cH:17][cH:18][c:19]([N:22]2[CH2:23][CH2:24][N:25]([CH:42]3[CH2:43][CH2:44][CH2:45]3)[CH2:26][CH2:27]2)[cH:20][cH:21]1. Reactants: FC(C(=O)O)(F)F (Trifluoroacetic acid), C(C)(C)(C)OC(C1=C(C=CC(=C1)C1=C(CCC1)C1=C(C=CC(=C1)Cl)OCC1=CC=C(C=C1)F)C)=O (5-[2-(2-(4-fluorobenzyloxy)-5-chlorophenyl)cyclopent-1-enyl]-2-methylbenzoic acid t-butyl ester). Solvent: ClCCl (dichloromethane). Run at time 3 hour. Yields the product FC1=CC=C(COC2=C(C=C(C=C2)Cl)C2=C(CCC2)C=2C=CC(=C(C(=O)O)C2)C)C=C1 (5-[2-(2-(4-fluorobenzyloxy)-5-chlorophenyl)cyclopent-1-enyl]-2-methylbenzoic acid). Yield: 32.4%. Reaction SMILES: FC(F)(F)C(O)=O.C([O:12][C:13](=[O:42])[C:14]1[CH:19]=[C:18]([C:20]2[CH2:24][CH2:23][CH2:22][C:21]=2[C:25]2[CH:30]=[C:29]([Cl:31])[CH:28]=[CH:27][C:26]=2[O:32][CH2:33][C:34]2[CH:39]=[CH:38][C:37]([F:40])=[CH:36][CH:35]=2)[CH:17]=[CH:16][C:15]=1[CH3:41])(C)(C)C>ClCCl>[F:40][C:37]1[CH:36]=[CH:35][C:34]([CH2:33][O:32][C:26]2[CH:27]=[CH:28][C:29]([Cl:31])=[CH:30][C:25]=2[C:21]2[CH2:22][CH2:23][CH2:24][C:20]=2[C:18]2[CH:17]=[CH:16][C:15]([CH3:41])=[C:14]([CH:19]=2)[C:13]([OH:42])=[O:12])=[CH:39][CH:38]=1. Procedure details: Trifluoroacetic acid (1 ml) was added to a solution of 5-[2-(2-(4-fluorobenzyloxy)-5-chlorophenyl)cyclopent-1-enyl]-2-methylbenzoic acid t-butyl ester (60 mg 0.12 mmol) in dichloromethane (5 ml). The reaction mixture was stirred at room temperature for three hours. The solvent was evaporated, and the residue chromatographed (RP silica C18, acetonitrile/water 30:70–100:0) to give the title compound as a colourless solid 17 mg 33%. Starting materials: Cl (HCl), C1(CC1)NC(C1=CC(=C(C=C1)C)N1C(C2=CC(=CC=C2C=C1)OC)=O)=O (N-cyclopropyl-3-(7-methoxy-1-oxoisoquinolin-2(1H)-yl)-4-methylbenzamide), [I-].[Li+] (lithium iodide), [OH-].[Na+] (NaOH). The solvent is N1=C(C=C(C=C1C)C)C (2,4,6 collidine). Conditions: temperature 200 celsius. Product: C1(CC1)NC(C1=CC(=C(C=C1)C)N1C(C2=CC(=CC=C2C=C1)O)=O)=O (N-cyclopropyl-3-(7-hydroxy-1-oxoisoquinolin-2(1H)-yl)-4-methylbenzamide). The yield is 69.3%. As a reaction SMILES: [CH:1]1([NH:4][C:5](=[O:26])[C:6]2[CH:11]=[CH:10][C:9]([CH3:12])=[C:8]([N:13]3[CH:22]=[CH:21][C:20]4[C:15](=[CH:16][C:17]([O:23]C)=[CH:18][CH:19]=4)[C:14]3=[O:25])[CH:7]=2)[CH2:3][CH2:2]1.[I-].[Li+].[OH-].[Na+].Cl>N1C(C)=CC(C)=CC=1C>[CH:1]1([NH:4][C:5](=[O:26])[C:6]2[CH:11]=[CH:10][C:9]([CH3:12])=[C:8]([N:13]3[CH:22]=[CH:21][C:20]4[C:15](=[CH:16][C:17]([OH:23])=[CH:18][CH:19]=4)[C:14]3=[O:25])[CH:7]=2)[CH2:3][CH2:2]1 |f:1.2,3.4|. Reported procedure: A stirred suspension of N-cyclopropyl-3-(7-methoxy-1-oxoisoquinolin-2(1H)-yl)-4-methylbenzamide (845 mg) and lithium iodide (585 mg) in 2,4,6 collidine (10 ml) was heated under microwave irradiation conditions (Personal Chemistry Emrys Optimizer with 300 W magnetron) at 200° C. for 90 minutes. The mixture was dissolved using 2N NaOH and re-acidified using 2N HCl. The aqueous phase was extracted with ethyl acetate (×4) and the combined organic layers concentrated. The residue was triturated with ... Reactants: CC1=NC(=Cc2ccc(F)cc2)C(=O)O1, Cc1ccccc1, CN(C)c1ccncc1, OCCC(F)=C(F)F. The product is CC(=O)NC(=Cc1ccc(F)cc1)C(=O)OCCC(F)=C(F)F. RXN SMILES: [CH3:1][C:2]1=[N:6][C:5](=[CH:7][c:8]2[cH:9][cH:10][c:11]([F:14])[cH:12][cH:13]2)[C:4](=[O:15])[O:3]1.[CH3:24][c:25]1[cH:26][cH:27][cH:28][cH:29][cH:30]1.[CH3:31][N:32]([CH3:33])[c:34]1[cH:35][cH:36][n:37][cH:38][cH:39]1.[F:16][C:17]([CH2:18][CH2:19][OH:20])=[C:21]([F:22])[F:23]>>[CH3:1][C:2](=[O:3])[NH:6][C:5]([C:4](=[O:15])[O:20][CH2:19][CH2:18][C:17]([F:16])=[C:21]([F:22])[F:23])=[CH:7][c:8]1[cH:9][cH:10][c:11]([F:14])[cH:12][cH:13]1. The reactants are CCc1nc2cc(OC)c(OC)cc2c(-c2ccc(OC)c(OC)c2)c1C(=O)OC, CO, [Na+], [OH-], O. Yields the product CCc1nc2cc(OC)c(OC)cc2c(-c2ccc(OC)c(OC)c2)c1C(=O)O. RXN SMILES: [CH2:1]([CH3:2])[c:3]1[n:4][c:5]2[cH:6][c:7]([O:29][CH3:30])[c:8]([O:27][CH3:28])[cH:9][c:10]2[c:11](-[c:17]2[cH:18][c:19]([O:25][CH3:26])[c:20]([O:23][CH3:24])[cH:21][cH:22]2)[c:12]1[C:13](=[O:14])[O:15][CH3:16].[CH3:33][OH:34].[Na+:32].[OH-:31].[OH2:35]>>[CH2:1]([CH3:2])[c:3]1[n:4][c:5]2[cH:6][c:7]([O:29][CH3:30])[c:8]([O:27][CH3:28])[cH:9][c:10]2[c:11](-[c:17]2[cH:18][c:19]([O:25][CH3:26])[c:20]([O:23][CH3:24])[cH:21][cH:22]2)[c:12]1[C:13](=[O:14])[OH:15].